From a dataset of the Open Reaction Database (ORD), a public repository of structured organic reaction records. describe an organic reaction: reactants, conditions, products, and yield Starting materials: CC(C)(C)N(CC(=O)[O-])C(=O)C1=C(O)C2(CCOCC2)c2c(Cl)cccc2C1=O, O=C(O)C(F)(F)F, O. Yields the product O=C(O)CNC(=O)C1=C(O)C2(CCOCC2)c2c(Cl)cccc2C1=O. RXN SMILES: [C:1]([CH3:2])([CH3:3])([CH3:4])[N:5]([CH2:6][C:7](=[O:8])[O-:9])[C:10](=[O:11])[C:12]1=[C:13]([OH:29])[C:14]2([c:15]3[c:16]([Cl:23])[cH:17][cH:18][cH:19][c:20]3[C:21]1=[O:22])[CH2:24][CH2:25][O:26][CH2:27][CH2:28]2.[F:30][C:31]([F:32])([F:33])[C:34]([OH:35])=[O:36].[OH2:37]>>[NH:5]([CH2:6][C:7](=[O:8])[OH:9])[C:10](=[O:11])[C:12]1=[C:13]([OH:29])[C:14]2([c:15]3[c:16]([Cl:23])[cH:17][cH:18][cH:19][c:20]3[C:21]1=[O:22])[CH2:24][CH2:25][O:26][CH2:27][CH2:28]2.